From a dataset of the Open Reaction Database (ORD), a public repository of structured organic reaction records. describe an organic reaction: reactants, conditions, products, and yield Reactants: NC1=CC=C(C=N1)CNC(NCC(=O)N(CC)OCC1=CC=CC=C1)=O (2-(3-((6-aminopyridin-3-yl)methyl)ureido)-N-(benzyloxy)-N-ethylacetamide). Reagents/catalysts: [Pd] (Pd/C). The solvent is CO (MeOH). The product is NC1=CC=C(C=N1)CNC(NCC(=O)N(CC)O)=O (2-(3-((6-aminopyridin-3-yl)methyl)ureido)-N-hydroxy-N-ethylacetamide). Yield: 56.3%. As a reaction SMILES: [NH2:1][C:2]1[N:7]=[CH:6][C:5]([CH2:8][NH:9][C:10](=[O:26])[NH:11][CH2:12][C:13]([N:15]([O:18]CC2C=CC=CC=2)[CH2:16][CH3:17])=[O:14])=[CH:4][CH:3]=1>CO.[Pd]>[NH2:1][C:2]1[N:7]=[CH:6][C:5]([CH2:8][NH:9][C:10](=[O:26])[NH:11][CH2:12][C:13]([N:15]([OH:18])[CH2:16][CH3:17])=[O:14])=[CH:4][CH:3]=1. Reported procedure: A solution of 98 (38 mg) in MeOH (10 ml) was stirred for 1 h under hydrogen atmosphere in the presence of 10% Pd/C. The resulting mixture was filtered through celite and the filtrate was evaporated under reduced pressure to give 181 as white solid (16 mg, 57%). ESI-MS m/z: 268.1 [M+H]+. Starting materials: C(C)OC(=O)C=1C(=NC=2C(CCCC2C1)=CC1=CC=CC=C1)C (5,6,7,8-tetrahydro-2-methyl-8-(phenylmethylene)-3-quinolinecarboxylic acid ethyl ester), [H][H] (hydrogen). Reagents/catalysts: [Pd] (palladium on carbon). Solvent: C(C)(=O)OCC (ethyl acetate). The product is C(C)OC(=O)C=1C(=NC=2C(CCCC2C1)CC1=CC=CC=C1)C (5,6,7,8-tetrahydro-2-methyl-8-(phenylmethyl)-3-quinolinecarboxylic acid ethyl ester). Yield: 95.8%. As a reaction SMILES: [CH2:1]([O:3][C:4]([C:6]1[C:7]([CH3:23])=[N:8][C:9]2[C:10](=[CH:16][C:17]3[CH:22]=[CH:21][CH:20]=[CH:19][CH:18]=3)[CH2:11][CH2:12][CH2:13][C:14]=2[CH:15]=1)=[O:5])[CH3:2].[H][H]>C(OCC)(=O)C.[Pd]>[CH2:1]([O:3][C:4]([C:6]1[C:7]([CH3:23])=[N:8][C:9]2[CH:10]([CH2:16][C:17]3[CH:18]=[CH:19][CH:20]=[CH:21][CH:22]=3)[CH2:11][CH2:12][CH2:13][C:14]=2[CH:15]=1)=[O:5])[CH3:2]. Procedure details: A solution of 5,6,7,8-tetrahydro-2-methyl-8-(phenylmethylene)-3-quinolinecarboxylic acid ethyl ester (3.4 g) in ethyl acetate (150 ml) is treated with 10 percent palladium on carbon (0.70 g) and reduced at 40 p.s.i. hydrogen pressure for 3 hours. Catalyst is filtered and the filtrate is evaporated to yield 5,6,7,8-tetrahydro-2-methyl-8-(phenylmethyl)-3-quinolinecarboxylic acid ethyl ester (3.28 g) as an oil. Starting materials: COc1cc(Br)c2oc(C=Cc3ccccc3Cl)cc2c1, O=C1C=CC(=O)N1, Cl[Sn]Cl. Yields the product COc1cc(Br)c2oc3c(c2c1)C1C(=O)NC(=O)C1C(c1ccccc1Cl)C3. RXN SMILES: [Br:1][c:2]1[cH:3][c:4]([O:20][CH3:21])[cH:5][c:6]2[cH:7][c:8]([CH:11]=[CH:12][c:13]3[c:14]([Cl:19])[cH:15][cH:16][cH:17][cH:18]3)[o:9][c:10]12.[O:22]=[C:23]1[NH:24][C:25](=[O:26])[CH:27]=[CH:28]1.[Sn:29]([Cl:30])[Cl:31]>>[Br:1][c:2]1[cH:3][c:4]([O:20][CH3:21])[cH:5][c:6]2[c:7]3[c:8]([o:9][c:10]12)[CH2:11][CH:12]([c:13]1[c:14]([Cl:19])[cH:15][cH:16][cH:17][cH:18]1)[CH:27]1[C:25](=[O:26])[NH:24][C:23](=[O:22])[CH:28]31. Starting materials: ClC1=NC(=CC2=C(C(=CC=C12)OC)OC)NC1=NNC(=C1)C ((1-chloro-5,6-dimethoxy-isoquinolin-3-yl)-(5-methyl-1H-pyrazol-3-yl)-amine). Solvent: CC(C)O (propan-2-ol). The product is C(C)(C)OC1=NC(=CC2=C(C(=CC=C12)OC)OC)NC1=NNC(=C1)C ((1-isopropoxy-5,6-dimethoxy-isoquinolin-3-yl)-(5-methyl-1H-pyrazol-3-yl)-amine). As a reaction SMILES: Cl[C:2]1[C:11]2[C:6](=[C:7]([O:14][CH3:15])[C:8]([O:12][CH3:13])=[CH:9][CH:10]=2)[CH:5]=[C:4]([NH:16][C:17]2[CH:21]=[C:20]([CH3:22])[NH:19][N:18]=2)[N:3]=1>CC(O)C>[CH:8]([O:12][C:2]1[C:11]2[C:6](=[C:7]([O:14][CH3:15])[C:8]([O:12][CH3:13])=[CH:9][CH:10]=2)[CH:5]=[C:4]([NH:16][C:17]2[CH:21]=[C:20]([CH3:22])[NH:19][N:18]=2)[N:3]=1)([CH3:9])[CH3:7]. Procedure details: Similar procedure as described in example 10 was used, starting from propan-2-ol and (1-chloro-5,6-dimethoxy-isoquinolin-3-yl)-(5-methyl-1H-pyrazol-3-yl)-amine to give (1-isopropoxy-5,6-dimethoxy-isoquinolin-3-yl)-(5-methyl-1H-pyrazol-3-yl)-amine. LC-MS m/e 343(MH+). Reactants: C(=O)(O)[O-].[Na+] (NaHCO3), C(C)(=O)O (Acetic acid), C(C)(=O)OC(C)=O (acetic anhydride), C(C1=CC=CC=C1)(=O)NC1=NC(N([C@H]2C[C@H](O)[C@@H](CO[Si](C)(C)C(C)(C)C)O2)C=C1C#CCNC(C(F)(F)F)=O)=O (4-N-Benzoyl-5′-O-(tert-butyldimethylsilyl)-5-[3-(2,2,2-trifluoroacetamido)-prop-1-ynyl]-2′-deoxycytidine), CS(=O)C (DMSO). Procedure details: The starting material (13) (2.85 g, 4.79 mmol) was dissolved in dry DMSO (40 ml) under N2 atmosphere. Acetic acid (2.7 ml, 47.9 mmol) and acetic anhydride (14.4 ml, 143.7 mmol) were added sequentially and slowly to the starting material, which was then stirred for 18 h at room temperature. Saturated NaHCO3 (150 ml) solution was carefully added to the reaction mixture. The aqueous layer was extracted with EtOAc (3×150 ml). The organic layers were combined, dried (MgSO4), filtered and evaporated t... Reaction conditions: time 18 hour. Isolated yield 50.0%. RXN SMILES: [C:1]([NH:9][C:10]1[C:30]([C:31]#[C:32][CH2:33][NH:34][C:35](=[O:40])[C:36]([F:39])([F:38])[F:37])=[CH:29][N:13]([C@@H:14]2[O:28][C@H:18]([CH2:19][O:20][Si:21]([C:24]([CH3:27])([CH3:26])[CH3:25])([CH3:23])[CH3:22])[C@@H:16]([OH:17])[CH2:15]2)[C:12](=[O:41])[N:11]=1)(=[O:8])[C:2]1[CH:7]=[CH:6][CH:5]=[CH:4][CH:3]=1.C(O)(=O)C.C(OC(=O)C)(=O)C.C([O-])(O)=O.[Na+].[CH3:58][S:59]([CH3:61])=O>>[C:1]([NH:9][C:10]1[C:30]([C:31]#[C:32][CH2:33][NH:34][C:35](=[O:40])[C:36]([F:37])([F:38])[F:39])=[CH:29][N:13]([C@@H:14]2[O:28][C@H:18]([CH2:19][O:20][Si:21]([C:24]([CH3:27])([CH3:26])[CH3:25])([CH3:22])[CH3:23])[C@@H:16]([O:17][CH2:58][S:59][CH3:61])[CH2:15]2)[C:12](=[O:41])[N:11]=1)(=[O:8])[C:2]1[CH:3]=[CH:4][CH:5]=[CH:6][CH:7]=1 |f:3.4|. Product: C(C1=CC=CC=C1)(=O)NC1=NC(N([C@H]2C[C@H](OCSC)[C@@H](CO[Si](C)(C)C(C)(C)C)O2)C=C1C#CCNC(C(F)(F)F)=O)=O (4-N-Benzoyl-5′-O-(tert-butyldimethylsilyl)-3′-O-methylthiomethyl-5-[3-(2,2,2-trifluoroacetamido)-prop-1-ynyl]-2′-deoxycytidine). The reactants are COC1=C(C(=O)O)C=C(C=C1)CS(=O)C (2-methoxy-5-(methylsulfinylmethyl)benzoic acid), Cl.C(C)OCCN1C(=NC2=C1C=CC=C2)NC2CCN(CC2)CCC2(CNCC2)C2=CC=CC=C2 (3-(2-(4-(1-(2-ethoxyethyl)-1H-benzimidazol-2-yl-amino)piperidin-1-yl)ethyl)-3-phenylpyrrolidine hydrochloric acid salt). Yields the product COC1=C(C(=O)N2CC(CC2)(C2=CC=CC=C2)CCN2CCC(CC2)NC2=NC3=C(N2CCOCC)C=CC=C3)C=C(C=C1)CS(=O)C (1-(2-methoxy-5-(methylsulfinylmethyl)benzoyl)-3-(2-(4-(1-(2-ethoxyethyl)-1H-benzimidazol-2-yl-amino)piperidin-1-yl)ethyl)-3-phenylpyrrolidine). As a reaction SMILES: [CH3:1][O:2][C:3]1[CH:11]=[CH:10][C:9]([CH2:12][S:13]([CH3:15])=[O:14])=[CH:8][C:4]=1[C:5]([OH:7])=O.Cl.[CH2:17]([O:19][CH2:20][CH2:21][N:22]1[C:26]2[CH:27]=[CH:28][CH:29]=[CH:30][C:25]=2[N:24]=[C:23]1[NH:31][CH:32]1[CH2:37][CH2:36][N:35]([CH2:38][CH2:39][C:40]2([C:45]3[CH:50]=[CH:49][CH:48]=[CH:47][CH:46]=3)[CH2:44][CH2:43][NH:42][CH2:41]2)[CH2:34][CH2:33]1)[CH3:18]>>[CH3:1][O:2][C:3]1[CH:11]=[CH:10][C:9]([CH2:12][S:13]([CH3:15])=[O:14])=[CH:8][C:4]=1[C:5]([N:42]1[CH2:43][CH2:44][C:40]([CH2:39][CH2:38][N:35]2[CH2:36][CH2:37][CH:32]([NH:31][C:23]3[N:22]([CH2:21][CH2:20][O:19][CH2:17][CH3:18])[C:26]4[CH:27]=[CH:28][CH:29]=[CH:30][C:25]=4[N:24]=3)[CH2:33][CH2:34]2)([C:45]2[CH:50]=[CH:49][CH:48]=[CH:47][CH:46]=2)[CH2:41]1)=[O:7] |f:1.2|. Procedure: Prepare by the method of Example 59.1 using 2-methoxy-5-(methylsulfinylmethyl)benzoic acid and 3-(2-(4-(1-(2-ethoxyethyl)-1H-benzimidazol-2-yl-amino)piperidin-1-yl)ethyl)-3-phenylpyrrolidine hydrochloric acid salt (prepared from (−)-3-phenyl-3-(2-hydroxyethyl)pyrrolidine (R,R)-di-p-anisoyltartaric acid salt) to give the title compound. Starting materials: CO, COC(=O)C1CCN(c2ccc(NC(=O)c3nnc(Nc4ccc(Oc5ccc(Cl)cc5)cc4)o3)cn2)CC1, [Na+], [OH-]. The product is O=C(Nc1ccc(N2CCC(C(=O)O)CC2)nc1)c1nnc(Nc2ccc(Oc3ccc(Cl)cc3)cc2)o1. RXN SMILES: [CH3:42][OH:43].[Cl:1][c:2]1[cH:3][cH:4][c:5]([O:6][c:7]2[cH:8][cH:9][c:10]([NH:13][c:14]3[n:15][n:16][c:17]([C:19](=[O:20])[NH:21][c:22]4[cH:23][cH:24][c:25]([N:28]5[CH2:29][CH2:30][CH:31]([C:34](=[O:35])[O:36][CH3:37])[CH2:32][CH2:33]5)[n:26][cH:27]4)[o:18]3)[cH:11][cH:12]2)[cH:38][cH:39]1.[Na+:41].[OH-:40]>>[Cl:1][c:2]1[cH:3][cH:4][c:5]([O:6][c:7]2[cH:8][cH:9][c:10]([NH:13][c:14]3[n:15][n:16][c:17]([C:19](=[O:20])[NH:21][c:22]4[cH:23][cH:24][c:25]([N:28]5[CH2:29][CH2:30][CH:31]([C:34](=[O:35])[OH:36])[CH2:32][CH2:33]5)[n:26][cH:27]4)[o:18]3)[cH:11][cH:12]2)[cH:38][cH:39]1.